Task: describe an organic reaction: reactants, conditions, products, and yield. Dataset: the Open Reaction Database (ORD), a public repository of structured organic reaction records Reactants: FC(CNC(=O)C1(C2=CC=CC=C2C=2C=CC=CC12)CCCCBr)(F)F (9-(4-bromo-butyl)-9H-fluorene-9-carboxylic acid-(2,2,2-trifluoro-ethyl)-amide), N1(CCNCCC1)C1=NC2=CC=CC=C2C=N1 (2-[1.4]diazepan-1-yl-quinazoline). The product is FC(CNC(=O)C1(C2=CC=CC=C2C=2C=CC=CC12)CCCCN1CCN(CCC1)C1=NC2=CC=CC=C2C=N1)(F)F (9-[4-(4-quinazolin-2-yl-[1.4]diazepan-1-yl)-butyl]-9H-fluorene-9-carboxylic acid-(2,2,2-trifluoro-ethyl)-amide). RXN SMILES: [F:1][C:2]([F:26])([F:25])[CH2:3][NH:4][C:5]([C:7]1([CH2:20][CH2:21][CH2:22][CH2:23]Br)[C:19]2[CH:18]=[CH:17][CH:16]=[CH:15][C:14]=2[C:13]2[C:8]1=[CH:9][CH:10]=[CH:11][CH:12]=2)=[O:6].[N:27]1([C:34]2[N:43]=[CH:42][C:41]3[C:36](=[CH:37][CH:38]=[CH:39][CH:40]=3)[N:35]=2)[CH2:33][CH2:32][CH2:31][NH:30][CH2:29][CH2:28]1>>[F:1][C:2]([F:26])([F:25])[CH2:3][NH:4][C:5]([C:7]1([CH2:20][CH2:21][CH2:22][CH2:23][N:30]2[CH2:31][CH2:32][CH2:33][N:27]([C:34]3[N:43]=[CH:42][C:41]4[C:36](=[CH:37][CH:38]=[CH:39][CH:40]=4)[N:35]=3)[CH2:28][CH2:29]2)[C:19]2[CH:18]=[CH:17][CH:16]=[CH:15][C:14]=2[C:13]2[C:8]1=[CH:9][CH:10]=[CH:11][CH:12]=2)=[O:6]. Procedure: Prepared analogously to Example 1 from 9-(4-bromo-butyl)-9H-fluorene-9-carboxylic acid-(2,2,2-trifluoro-ethyl)-amide and 2-[1.4]diazepan-1-yl-quinazoline Reactants: ClC=1C=NC=C(C1SC1=C(C=C(S1)C(=O)Cl)[N+](=O)[O-])Cl (5-[(3,5-dichloro-4-pyridyl)sulfanyl]-4-nitro-thiophene-2-carbonyl chloride), NCCC=1C=NC=CC1 (3-(2-aminoethyl)pyridine). Product: ClC=1C=NC=C(C1SC1=C(C=C(S1)C(=O)NCCC=1C=NC=CC1)[N+](=O)[O-])Cl (5-((3,5-dichloropyridin-4-yl)thio)-4-nitro-N-(2-(pyridin-3-yl)ethyl)thiophene-2-carboxamide), solid. Isolated yield 49.0%. Reaction SMILES: [Cl:1][C:2]1[CH:3]=[N:4][CH:5]=[C:6]([Cl:20])[C:7]=1[S:8][C:9]1[S:13][C:12]([C:14](Cl)=[O:15])=[CH:11][C:10]=1[N+:17]([O-:19])=[O:18].[NH2:21][CH2:22][CH2:23][C:24]1[CH:25]=[N:26][CH:27]=[CH:28][CH:29]=1>>[Cl:1][C:2]1[CH:3]=[N:4][CH:5]=[C:6]([Cl:20])[C:7]=1[S:8][C:9]1[S:13][C:12]([C:14]([NH:21][CH2:22][CH2:23][C:24]2[CH:25]=[N:26][CH:27]=[CH:28][CH:29]=2)=[O:15])=[CH:11][C:10]=1[N+:17]([O-:19])=[O:18]. Reported procedure: Prepared according to the procedure described for example 50 from 5-[(3,5-dichloro-4-pyridyl)sulfanyl]-4-nitro-thiophene-2-carbonyl chloride (100 mg, 0.27 mmol) and 3-(2-aminoethyl)pyridine (39 mg, 0.32 mmol). The title compound was obtained as a solid (75 mg, 49% yield). 1H NMR (400 MHz, d6-DMSO) δ: 8.98 (2H, s), 8.91 (1H, m), 8.40 (2H, m), 8.38 (1H, s), 7.62 (1H, m), 7.30 (1H, m), 3.48 (2H, m), 2.81 (2H, m). MS m/z: 455.01, 457.00 [M+H]+.